From a dataset of the Open Reaction Database (ORD), a public repository of structured organic reaction records. describe an organic reaction: reactants, conditions, products, and yield Reactants: C(C)(C)(C)[Si](C)(C)OC[C@H](C)C1=C(C=CC(=C1)F)OC ((R)-tert-Butyl(2-(5-fluoro-2-methoxyphenyl)propoxy)dimethylsilane), C(C)(CC)[Li] (sec-butyllithium), B(OC(C)C)(OC(C)C)OC(C)C (Triisopropyl borate). Solvent: C1CCOC1 (THF). Reaction conditions: temperature -78 celsius, time 10 minute. The product is FC1=C(C=C(C(=C1)[C@H](CO)C)OC)B(O)O ((R)-(2-Fluoro-4-(1-hydroxypropan-2-yl)-5-methoxyphenyl)boronic acid). Isolated yield 81.9%. RXN SMILES: C([Si]([O:8][CH2:9][C@@H:10]([C:12]1[CH:17]=[C:16]([F:18])[CH:15]=[CH:14][C:13]=1[O:19][CH3:20])[CH3:11])(C)C)(C)(C)C.C([Li])(CC)C.[B:26](OC(C)C)([O:31]C(C)C)[O:27]C(C)C>C1COCC1>[F:18][C:16]1[CH:17]=[C:12]([C@@H:10]([CH3:11])[CH2:9][OH:8])[C:13]([O:19][CH3:20])=[CH:14][C:15]=1[B:26]([OH:31])[OH:27]. Reported procedure: To a solution of 25B (1.12 g, 3.75 mmol) in THF (20 mL) was dropwise added sec-butyllithium (3.22 mL, 4.50 mmol) at −78° C. and stirred at −78° C. for 10 min. Triisopropyl borate (1.743 mL, 7.50 mmol) was added and the mixture was slowly warmed up to r.t. overnight. The reaction was quenched by 6.0 ml of 1N HCl and the mixture was stirred at r.t. for 4 h. TBS is ˜60% removed. Addition 4 ml of 1 N HCl was gassed and the mixture was heated at 50° C. for 1 h. The mixture was concentrated and purifi... Reactants: ClC=1C=C(C=2C=CN(C2C1)C=1N(C(NC(C1C(C)C)=O)=O)CC)C#N (6-chloro-1-(3-ethyl-5-isopropyl-2,6-dioxo-1,2,3,6-tetrahydro-pyrimidin-4-yl)-1H-indole-4-carbonitrile), N1=CNC2=C1C=CC=C2 (benzoimidazole). Product: N1(C=NC2=C1C=CC=C2)C2=C(C(NC(N2CC)=O)=O)C(C)C (6-Benzoimidazol-1-yl-1-ethyl-5-isopropyl-1H-pyrimidine-2,4-dione). Reaction SMILES: Cl[C:2]1[CH:3]=[C:4]([C:24]#[N:25])C2C=[CH:7][N:8]([C:11]3[N:12]([CH2:22][CH3:23])[C:13](=[O:21])[NH:14][C:15](=[O:20])[C:16]=3[CH:17]([CH3:19])[CH3:18])[C:9]=2[CH:10]=1.N1C2C=CC=CC=2NC=1>>[N:8]1([C:11]2[N:12]([CH2:22][CH3:23])[C:13](=[O:21])[NH:14][C:15](=[O:20])[C:16]=2[CH:17]([CH3:19])[CH3:18])[C:9]2[CH:10]=[CH:2][CH:3]=[CH:4][C:24]=2[N:25]=[CH:7]1. Reported procedure: This compound was made by a procedure similar to that used to prepare 6-chloro-1-(3-ethyl-5-isopropyl-2,6-dioxo-1,2,3,6-tetrahydro-pyrimidin-4-yl)-1H-indole-4-carbonitrile (90), except that benzoimidazole was used instead of 6-chloro-1H-indole-4-carbonitrile. LC-MS shows 299.1 (M+1). 1H NMR (300 MHz, CDCl3): δ 9.32 (br, 1H), 7.97 (m, 2H), 7.43 (m, 2H), 7.30 (m, 1H), 3.60 (m, 1H), 3.20 (m, 1H), 1.98 (m, 1H), 1.10 (m, 9H). The reactants are C(C)(C)(C)C1=CC=C(N(C2=NC=NC(=C2)N(C2=C(C=C(C=C2)C)Br)CC#N)O[SiH](C)C)C=C1 (4-(4-tertbutyldimethylsilyloxyanilino)-6-(N-cyanomethyl-2-bromo-4-methylanilino)pyrimidine), [F-] (fluoride), O1CCCC1 (tetrahydrofuran). Conditions: time 30 minute. Product: OC1=CC=C(NC2=NC=NC(=C2)N(C2=C(C=C(C=C2)C)Br)CC#N)C=C1 (4-(4-Hydroxyanilino)-6-(N-cyanomethyl-2-bromo-4-methylanilino)pyrimidine). The yield is 73.0%. RXN SMILES: C([C:5]1[CH:33]=[CH:32][C:8]([N:9](O[SiH](C)C)[C:10]2[CH:15]=[C:14]([N:16]([CH2:25][C:26]#[N:27])[C:17]3[CH:22]=[CH:21][C:20]([CH3:23])=[CH:19][C:18]=3[Br:24])[N:13]=[CH:12][N:11]=2)=[CH:7][CH:6]=1)(C)(C)C.[F-].[O:35]1CCCC1>>[OH:35][C:5]1[CH:33]=[CH:32][C:8]([NH:9][C:10]2[CH:15]=[C:14]([N:16]([CH2:25][C:26]#[N:27])[C:17]3[CH:22]=[CH:21][C:20]([CH3:23])=[CH:19][C:18]=3[Br:24])[N:13]=[CH:12][N:11]=2)=[CH:7][CH:6]=1. Procedure details: To a solution of 4-(4-tertbutyldimethylsilyloxyanilino)-6-(N-cyanomethyl-2-bromo-4-methylanilino)pyrimidine (Reference Example 2, 890 mg) in tetrahydrofuran (1 ml) was added N,N,N,N-tetraburylammonium fluoride (1M solution in tetrahydrofuran, 2 ml). The reaction mixture was stirred at ambient temperature for 30 minutes. The solvent was evaporated and the residue partitioned between EtOAc and water. The organic layer was separated and dried (MgSO4), evaporated and purified by column chromatograph... Reactants: CC(=O)Cl, CCO, CCOC(OCC)OCC, O=Cc1ccc(Br)c(F)c1. Product: CCOC(OCC)c1ccc(Br)c(F)c1. RXN SMILES: [CH3:11][C:12](=[O:13])[Cl:14].[CH3:25][CH2:26][OH:27].[CH:15]([O:16][CH2:17][CH3:18])([O:19][CH2:20][CH3:21])[O:22][CH2:23][CH3:24].[F:1][c:2]1[cH:3][c:4]([CH:5]=[O:6])[cH:7][cH:8][c:9]1[Br:10]>>[F:1][c:2]1[cH:3][c:4]([CH:15]([O:19][CH2:20][CH3:21])[O:22][CH2:23][CH3:24])[cH:7][cH:8][c:9]1[Br:10].